Dataset: the Open Reaction Database (ORD), a public repository of structured organic reaction records. Task: describe an organic reaction: reactants, conditions, products, and yield Reactants: C1(CCC1)C1=NC(=C2N1C=CN=C2N)I (3-cyclobutyl-1-iodoimidazo[1,5-a]pyrazin-8-amine), C([O-])([O-])=O.[K+].[K+] (potassium carbonate), C(C)(C)(C)OC(=O)N1CCC(=CC1)B1OC(C(O1)(C)C)(C)C (4-(4,4,5,5-tetramethyl-[1,3,2]dioxaborolan-2-yl)-3,6-dihydro-2H-pyridine-1-carboxylic acid tert-butyl ester). The reagents and catalysts are C=1C=CC(=CC1)[P](C=2C=CC=CC2)(C=3C=CC=CC3)[Pd]([P](C=4C=CC=CC4)(C=5C=CC=CC5)C=6C=CC=CC6)([P](C=7C=CC=CC7)(C=8C=CC=CC8)C=9C=CC=CC9)[P](C=1C=CC=CC1)(C=1C=CC=CC1)C=1C=CC=CC1 (Pd(PPh3)4). The solvent is COCCOC (DME), O (H2O). Conditions: temperature 100 celsius. The product is C(C)(C)(C)OC(=O)N1CCC(=CC1)C=1N=C(N2C1C(=NC=C2)N)C2CCC2 (4-(8-Amino-3-cyclobutyl-imidazo[1,5-a]pyrazin-1-yl)-3,6-dihydro-2H-pyridine-1-carboxylic acid tert-butyl ester). RXN SMILES: [CH:1]1([C:5]2[N:9]3[CH:10]=[CH:11][N:12]=[C:13]([NH2:14])[C:8]3=[C:7](I)[N:6]=2)[CH2:4][CH2:3][CH2:2]1.C(=O)([O-])[O-].[K+].[K+].[C:22]([O:26][C:27]([N:29]1[CH2:34][CH:33]=[C:32](B2OC(C)(C)C(C)(C)O2)[CH2:31][CH2:30]1)=[O:28])([CH3:25])([CH3:24])[CH3:23]>COCCOC.O.C1C=CC([P]([Pd]([P](C2C=CC=CC=2)(C2C=CC=CC=2)C2C=CC=CC=2)([P](C2C=CC=CC=2)(C2C=CC=CC=2)C2C=CC=CC=2)[P](C2C=CC=CC=2)(C2C=CC=CC=2)C2C=CC=CC=2)(C2C=CC=CC=2)C2C=CC=CC=2)=CC=1>[C:22]([O:26][C:27]([N:29]1[CH2:30][CH:31]=[C:32]([C:7]2[N:6]=[C:5]([CH:1]3[CH2:4][CH2:3][CH2:2]3)[N:9]3[CH:10]=[CH:11][N:12]=[C:13]([NH2:14])[C:8]=23)[CH2:33][CH2:34]1)=[O:28])([CH3:25])([CH3:23])[CH3:24] |f:1.2.3,^1:54,56,75,94|. Procedure details: To a stirred mixture of 3-cyclobutyl-1-iodoimidazo[1,5-a]pyrazin-8-amine (100.00 mg, 0.318 mmol), potassium carbonate (154.0 mg, 1.11 mmol) in DME (3.0 mL) and H2O (0.70 mL) was added 4-(4,4,5,5-tetramethyl-[1,3,2]dioxaborolan-2-yl)-3,6-dihydro-2H-pyridine-1-carboxylic acid tert-butyl ester (118.1 mg, 0.38 mmol). The solution was bubbled with nitrogen for 5 min. Then Pd(PPh3)4 (18 mg, 0.016 mmol) was added and the resulting mixture was refluxed at 100° C. for 30 min. The solvent was then removed... The reactants are C1CCOC1, CCN(C(C)C)C(C)C, Clc1nc(Cl)c2ccccc2n1, NNc1ccccc1, O. The product is Clc1nc(NNc2ccccc2)c2ccccc2n1. As a reaction SMILES: [CH2:31]1[O:32][CH2:33][CH2:34][CH2:35]1.[CH:1]([N:2]([CH2:3][CH3:4])[CH:5]([CH3:6])[CH3:7])([CH3:8])[CH3:9].[Cl:19][c:20]1[n:21][c:22]2[cH:23][cH:24][cH:25][cH:26][c:27]2[c:28]([Cl:30])[n:29]1.[NH2:10][NH:11][c:12]1[cH:13][cH:14][cH:15][cH:16][cH:17]1.[OH2:18]>>[NH:10]([NH:11][c:12]1[cH:13][cH:14][cH:15][cH:16][cH:17]1)[c:28]1[c:27]2[c:22]([n:21][c:20]([Cl:19])[n:29]1)[cH:23][cH:24][cH:25][cH:26]2. Reactants: FC1=CC(=C(C(=O)N)C=C1)SC (4-fluoro-2-(methylthio)benzamide), [H-].[Al+3].[Li+].[H-].[H-].[H-] (lithium aluminum hydride). Solvent: C(C)OCC (diethyl ether). Conditions: temperature 25 celsius. Yields the product FC1=CC(=C(C=C1)CN)SC (1-[4-fluoro-2-(methylthio)phenyl]methanamine). Reaction SMILES: [F:1][C:2]1[CH:10]=[CH:9][C:5]([C:6]([NH2:8])=O)=[C:4]([S:11][CH3:12])[CH:3]=1.[H-].[Al+3].[Li+].[H-].[H-].[H-]>C(OCC)C>[F:1][C:2]1[CH:10]=[CH:9][C:5]([CH2:6][NH2:8])=[C:4]([S:11][CH3:12])[CH:3]=1 |f:1.2.3.4.5.6|. Reported procedure: A slurry of 4-fluoro-2-(methylthio)benzamide (9 g, 48.6 mmol) in diethyl ether (500 mL) was cooled to zero degrees C. under nitrogen and lithium aluminum hydride (5.53 g, 145.8 mmol, 1.0 M in diethyl ether) was added dropwise. The reaction was allowed to stir with slow warming to 25 degrees C. overnight. The reaction was quenched via the addition of water (5.53 mL), 15% NaOH (5.53 μL) and water (16 mL). The mixture was stirred, the lithium salts precipitated out and were filtered off. The organi...